From a dataset of the Open Reaction Database (ORD), a public repository of structured organic reaction records. describe an organic reaction: reactants, conditions, products, and yield RXN SMILES: [CH3:56][N:57]([CH3:58])[CH:59]=[O:60].[Cl:32][CH2:33][c:34]1[n:35]([CH2:49][c:50]2[cH:51][cH:52][cH:53][cH:54][cH:55]2)[cH:36][c:37]([O:41][CH2:42][c:43]2[cH:44][cH:45][cH:46][cH:47][cH:48]2)[c:38](=[O:40])[cH:39]1.[H-:28].[H:30][H:31].[Na+:29].[c:1]1([C:7]([N:8]2[C:9](=[O:15])[C:10](=[O:14])[NH:11][CH2:12][CH2:13]2)([c:16]2[cH:17][cH:18][cH:19][cH:20][cH:21]2)[c:22]2[cH:23][cH:24][cH:25][cH:26][cH:27]2)[cH:2][cH:3][cH:4][cH:5][cH:6]1>>[c:1]1([C:7]([N:8]2[C:9](=[O:15])[C:10](=[O:14])[N:11]([CH2:33][c:34]3[n:35]([CH2:49][c:50]4[cH:51][cH:52][cH:53][cH:54][cH:55]4)[cH:36][c:37]([O:41][CH2:42][c:43]4[cH:44][cH:45][cH:46][cH:47][cH:48]4)[c:38](=[O:40])[cH:39]3)[CH2:12][CH2:13]2)([c:16]2[cH:17][cH:18][cH:19][cH:20][cH:21]2)[c:22]2[cH:23][cH:24][cH:25][cH:26][cH:27]2)[cH:2][cH:3][cH:4][cH:5][cH:6]1. The product is O=C1C(=O)N(C(c2ccccc2)(c2ccccc2)c2ccccc2)CCN1Cc1cc(=O)c(OCc2ccccc2)cn1Cc1ccccc1. The reactants are CN(C)C=O, O=c1cc(CCl)n(Cc2ccccc2)cc1OCc1ccccc1, [H-], [H][H], [Na+], O=C1NCCN(C(c2ccccc2)(c2ccccc2)c2ccccc2)C1=O. Reactants: N1(N=CC=C1)CC1=CC=C(OCCN2C(C=3C(C2=O)=CC=CC3)=O)C=C1 (N-{2-[4-(1-pyrazolyl)methylphenoxy]ethyl}phthalimide), O.NN (hydrazine hydrate). Solvent: CO (methanol). Conditions: time 1 hour. Product: N1(N=CC=C1)CC1=CC=C(OCCN)C=C1 (2-[4-(1-pyrazolyl)methylphenoxy]ethylamine). The yield is 96.8%. As a reaction SMILES: [N:1]1([CH2:6][C:7]2[CH:26]=[CH:25][C:10]([O:11][CH2:12][CH2:13][N:14]3C(=O)C4=CC=CC=C4C3=O)=[CH:9][CH:8]=2)[CH:5]=[CH:4][CH:3]=[N:2]1.O.NN>CO>[N:1]1([CH2:6][C:7]2[CH:8]=[CH:9][C:10]([O:11][CH2:12][CH2:13][NH2:14])=[CH:25][CH:26]=2)[CH:5]=[CH:4][CH:3]=[N:2]1 |f:1.2|. Procedure: A mixture of N-{2-[4-(1-pyrazolyl)methylphenoxy]ethyl}phthalimide (2.79 g), hydrazine hydrate (0.47 g) and methanol was heated at reflux under stirring for 1 hour. The reaction mixture was then concentrated under reduced pressure to remove most of the methanol, to which methylene chloride (200 ml) was added. The organic layer was washed with 2N sodium hydroxide, dried with anhydrous sodium sulfate, and concentrated under reduced pressure, which afforded 1.69 g of 2-[4-(1-pyrazolyl)methylphenoxy]... Starting materials: ClCCNCCCl (2-chloro-N-(2-chloroethyl)ethanamine), ClC=1C=C(C=CC1OC1=CC=C(C=C1)Cl)N (3-chloro-4-(4-chlorophenoxy)-benzenamine), C([O-])([O-])=O.[K+].[K+] (potassium carbonate). The solvent is C(CCC)O (n-butanol). Reaction conditions: time 24 hour. The product is 10.5, Cl.ClC=1C=C(C=CC1OC1=CC=C(C=C1)Cl)N1CCNCC1 (1-[3-chloro-4-(4-chlorophenoxy)phenyl]piperazine hydrochloride). Reaction SMILES: [Cl:1][CH2:2][CH2:3][NH:4][CH2:5][CH2:6]Cl.[Cl:8][C:9]1[CH:10]=[C:11]([NH2:23])[CH:12]=[CH:13][C:14]=1[O:15][C:16]1[CH:21]=[CH:20][C:19]([Cl:22])=[CH:18][CH:17]=1.C(=O)([O-])[O-].[K+].[K+]>C(O)CCC>[ClH:1].[Cl:8][C:9]1[CH:10]=[C:11]([N:23]2[CH2:6][CH2:5][NH:4][CH2:3][CH2:2]2)[CH:12]=[CH:13][C:14]=1[O:15][C:16]1[CH:21]=[CH:20][C:19]([Cl:22])=[CH:18][CH:17]=1 |f:2.3.4,6.7|. Procedure details: A mixture of 9 parts of 2-chloro-N-(2-chloroethyl)ethanamine hydrochlorine, 12.7 parts of 3-chloro-4-(4-chlorophenoxy)-benzenamine and 28 parts n-butanol is stirred and refluxed for 24 hours. The mixture is cooled and 3.5 parts of potassium carbonate are added. Stirring is continued for another 24 hours at reflux. The reaction mixture is filtered hot and the product is crystallized after cooling the filtrate. 2,2'-Oxybispropane is added and the precipitated product is filtered off. It is crystal... Reactants: Cl.C1(CC1)COC1=C(C=C(C=C1)C)C=1C2=C(N=C(N1)C)C(=C(N2)C)C(=O)NC2CCNCC2 (4-[2-(cyclopropylmethoxy)-5-methylphenyl]-2,6-dimethyl-N-(piperidin-4-yl)-5H-pyrrolo[3,2-d]pyrimidine-7-carboxamide hydrochloride), C(C)(=O)O[C@H](C(=O)Cl)C ((2S)-1-chloro-1-oxopropan-2-yl acetate). Product: C1(CC1)COC1=C(C=C(C=C1)C)C=1C2=C(N=C(N1)C)C(=C(N2)C)C(=O)NC2CCN(CC2)C([C@H](C)O)=O (4-[2-(Cyclopropylmethoxy)-5-methylphenyl]-N-{1-[(2S)-2-hydroxypropanoyl]piperidin-4-yl}-2,6-dimethyl-5H-pyrrolo[3,2-d]pyrimidine-7-carboxamide). RXN SMILES: Cl.[CH:2]1([CH2:5][O:6][C:7]2[CH:12]=[CH:11][C:10]([CH3:13])=[CH:9][C:8]=2[C:14]2[C:15]3[NH:23][C:22]([CH3:24])=[C:21]([C:25]([NH:27][CH:28]4[CH2:33][CH2:32][NH:31][CH2:30][CH2:29]4)=[O:26])[C:16]=3[N:17]=[C:18]([CH3:20])[N:19]=2)[CH2:4][CH2:3]1.C([O:37][C@@H:38]([CH3:42])[C:39](Cl)=[O:40])(=O)C>>[CH:2]1([CH2:5][O:6][C:7]2[CH:12]=[CH:11][C:10]([CH3:13])=[CH:9][C:8]=2[C:14]2[C:15]3[NH:23][C:22]([CH3:24])=[C:21]([C:25]([NH:27][CH:28]4[CH2:29][CH2:30][N:31]([C:39](=[O:40])[C@@H:38]([OH:37])[CH3:42])[CH2:32][CH2:33]4)=[O:26])[C:16]=3[N:17]=[C:18]([CH3:20])[N:19]=2)[CH2:3][CH2:4]1 |f:0.1|. Procedure: Starting from 4-[2-(cyclopropylmethoxy)-5-methylphenyl]-2,6-dimethyl-N-(piperidin-4-yl)-5H-pyrrolo[3,2-d]pyrimidine-7-carboxamide hydrochloride (example D.f57) and commercially available (2S)-1-chloro-1-oxopropan-2-yl acetate the title compound is obtained as colorless solid. Reactants: BrCCCCOC1=CC2=C(C(=NS2)C2=CC=C(C=C2)C(F)(F)F)C=C1 (6-(4-Bromo-butoxy)-3-(4-trifluoromethyl-phenyl)-benzo[d]isothiazole), CNC (Dimethylamine). The product is CN(CCCCOC1=CC2=C(C(=NS2)C2=CC=C(C=C2)C(F)(F)F)C=C1)C (Dimethyl-{4-[3-(4-trifluoromethyl-phenyl)-benzo[d]isothiazol-6-yloxy]-butyl}-amine). RXN SMILES: Br[CH2:2][CH2:3][CH2:4][CH2:5][O:6][C:7]1[CH:25]=[CH:24][C:10]2[C:11]([C:14]3[CH:19]=[CH:18][C:17]([C:20]([F:23])([F:22])[F:21])=[CH:16][CH:15]=3)=[N:12][S:13][C:9]=2[CH:8]=1.[CH3:26][NH:27][CH3:28]>>[CH3:26][N:27]([CH3:28])[CH2:2][CH2:3][CH2:4][CH2:5][O:6][C:7]1[CH:25]=[CH:24][C:10]2[C:11]([C:14]3[CH:19]=[CH:18][C:17]([C:20]([F:23])([F:22])[F:21])=[CH:16][CH:15]=3)=[N:12][S:13][C:9]=2[CH:8]=1. Procedure details: According to the method in example 7, 6-(4-Bromo-butoxy)-3-(4-trifluoromethyl-phenyl)-benzo[d]isothiazole and Dimethylamine were converted to yield Dimethyl-{4-[3-(4-trifluoromethyl-phenyl)-benzo[d]isothiazol-6-yloxy]-butyl}-amine, MS: 395 (MH+). The reactants are [Ag+2], CC(C)(C)Br, O=C([O-])[O-], C1COCCO1, Cc1ccccc1, ClCCl, N, CCOC(=O)C(=NO)C(C)=O. Product: CCOC(=O)C(=NOC(C)(C)C)C(C)=O. As a reaction SMILES: [Ag+2:35].[C:12]([CH3:13])([CH3:14])([CH3:15])[Br:16].[C:31](=[O:32])([O-:33])[O-:34].[CH2:25]1[O:26][CH2:27][CH2:28][O:29][CH2:30]1.[CH3:17][c:18]1[cH:19][cH:20][cH:21][cH:22][cH:23]1.[Cl:36][CH2:37][Cl:38].[NH3:24].[OH:1][N:2]=[C:3]([C:4](=[O:5])[O:6][CH2:7][CH3:8])[C:9]([CH3:10])=[O:11]>>[O:1]([N:2]=[C:3]([C:4](=[O:5])[O:6][CH2:7][CH3:8])[C:9]([CH3:10])=[O:11])[C:12]([CH3:13])([CH3:14])[CH3:15]. Reactants: C(C)(=O)O[C@H]1[C@@H](C2N=C(SC2O[C@@H]1COC(C)=O)NCC=C)OC(C)=O ((5R,6S,7R)-5-(acetoxymethyl)-2-(allylamino)-5,6,7,7a-tetrahydro-3aH-pyrano[3,2-d]thiazole-6,7-diyl diacetate), C(=O)([O-])[O-].[K+].[K+] (K2CO3). The solvent is CO (MeOH). Reaction conditions: time 1.5 hour. Yields the product C(C=C)NC=1SC2C(N1)[C@H]([C@@H]([C@H](O2)CO)O)O ((5R,6S,7R)-2-(allylamino)-5-(hydroxymethyl)-5,6,7,7a-tetrahydro-3aH-pyrano[3,2-d]thiazole-6,7-diol). The yield is 25.3%. As a reaction SMILES: C([O:4][C@@H:5]1[C@@H:13]([CH2:14][O:15]C(=O)C)[O:12][CH:11]2[CH:7]([N:8]=[C:9]([NH:19][CH2:20][CH:21]=[CH2:22])[S:10]2)[C@H:6]1[O:23]C(=O)C)(=O)C.C([O-])([O-])=O.[K+].[K+]>CO>[CH2:20]([NH:19][C:9]1[S:10][CH:11]2[O:12][C@H:13]([CH2:14][OH:15])[C@@H:5]([OH:4])[C@H:6]([OH:23])[CH:7]2[N:8]=1)[CH:21]=[CH2:22] |f:1.2.3|. Reported procedure: (5R,6S,7R)-5-(acetoxymethyl)-2-(allylamino)-5,6,7,7a-tetrahydro-3aH-pyrano[3,2-d]thiazole-6,7-diyl diacetate (0.281 g, 0.73 mmol) was dissolved in anhydrous MeOH. Solid K2CO3 was added to the solution until it was basic, and the reaction was stirred at room temperature (1.5 h). The reaction was filtered and then concentrated in vacuo. The crude material was purified via flash column chromatography (DCM:MeOH, 5:2) providing (5R,6S,7R)-2-(allylamino)-5-(hydroxymethyl)-5,6,7,7a-tetrahydro-3aH-pyran... Starting materials: Brc1nccs1, CC(C)(C)OC(=O)N1CC(N)C1. Yields the product CC(C)(C)OC(=O)N1CC(Nc2nccs2)C1. RXN SMILES: [Br:13][c:14]1[s:15][cH:16][cH:17][n:18]1.[C:1](=[O:2])([O:3][C:4]([CH3:5])([CH3:6])[CH3:7])[N:8]1[CH2:9][CH:10]([NH2:12])[CH2:11]1>>[C:1](=[O:2])([O:3][C:4]([CH3:5])([CH3:6])[CH3:7])[N:8]1[CH2:9][CH:10]([NH:12][c:14]2[s:15][cH:16][cH:17][n:18]2)[CH2:11]1. Starting materials: CC(=O)O, CC(=O)O[BH-](OC(C)=O)OC(C)=O, CO, CN(CCCC(=O)Nc1ccc(C=O)cc1)C(=O)CCN1CCC(OC(=O)Nc2ccccc2-c2ccccc2)CC1, ClCCl, CC(C)(C)[Si](C)(C)OC(CN)c1ccc(O)c2[nH]c(=O)ccc12, [Na+], O. Product: CN(CCCC(=O)Nc1ccc(CNCC(O[Si](C)(C)C(C)(C)C)c2ccc(O)c3[nH]c(=O)ccc23)cc1)C(=O)CCN1CCC(OC(=O)Nc2ccccc2-c2ccccc2)CC1. Reaction SMILES: [C:43]([OH:44])(=[O:45])[CH3:46].[C:72]([O:73][BH-:74]([O:75][C:76](=[O:77])[CH3:78])[O:79][C:80](=[O:81])[CH3:82])(=[O:83])[CH3:84].[CH3:70][OH:71].[CH:1](=[O:2])[c:3]1[cH:4][cH:5][c:6]([NH:9][C:10](=[O:11])[CH2:12][CH2:13][CH2:14][N:15]([C:16](=[O:17])[CH2:18][CH2:19][N:20]2[CH2:21][CH2:22][CH:23]([O:26][C:27]([NH:28][c:29]3[c:30](-[c:35]4[cH:36][cH:37][cH:38][cH:39][cH:40]4)[cH:31][cH:32][cH:33][cH:34]3)=[O:41])[CH2:24][CH2:25]2)[CH3:42])[cH:7][cH:8]1.[Cl:86][CH2:87][Cl:88].[NH2:47][CH2:48][CH:49]([O:50][Si:51]([CH3:52])([CH3:53])[C:54]([CH3:55])([CH3:56])[CH3:57])[c:58]1[c:59]2[cH:60][cH:61][c:62](=[O:69])[nH:63][c:64]2[c:65]([OH:68])[cH:66][cH:67]1.[Na+:85].[OH2:89]>>[CH2:1]([c:3]1[cH:4][cH:5][c:6]([NH:9][C:10](=[O:11])[CH2:12][CH2:13][CH2:14][N:15]([C:16](=[O:17])[CH2:18][CH2:19][N:20]2[CH2:21][CH2:22][CH:23]([O:26][C:27]([NH:28][c:29]3[c:30](-[c:35]4[cH:36][cH:37][cH:38][cH:39][cH:40]4)[cH:31][cH:32][cH:33][cH:34]3)=[O:41])[CH2:24][CH2:25]2)[CH3:42])[cH:7][cH:8]1)[NH:47][CH2:48][CH:49]([O:50][Si:51]([CH3:52])([CH3:53])[C:54]([CH3:55])([CH3:56])[CH3:57])[c:58]1[c:59]2[cH:60][cH:61][c:62](=[O:69])[nH:63][c:64]2[c:65]([OH:68])[cH:66][cH:67]1. Starting materials: C1(CCCCC1)=O (cyclohexanone), [N+](=O)([O-])C (nitromethane), N1CCCCC1 (piperidine), C(C1=CC=CC=C1)S (benzylmercaptan). Run in C(C)#N (acetonitrile). Product: [N+](=O)([O-])CC(SC1CCCCC1)C1=CC=CC=C1 ((1-nitromethyl-cyclohexylsulfanylmethyl)-benzene). Yield: 22.6%. As a reaction SMILES: [C:1]1(=O)[CH2:6][CH2:5][CH2:4][CH2:3][CH2:2]1.[N+:8]([CH3:11])([O-:10])=[O:9].N1CCCCC1.[CH2:18]([SH:25])[C:19]1[CH:24]=[CH:23][CH:22]=[CH:21][CH:20]=1>C(#N)C>[N+:8]([CH2:11][CH:18]([C:19]1[CH:24]=[CH:23][CH:22]=[CH:21][CH:20]=1)[S:25][CH:1]1[CH2:6][CH2:5][CH2:4][CH2:3][CH2:2]1)([O-:10])=[O:9]. Procedure details: 1.05 ml (10 mmol) of cyclohexanone, 5.5 ml (101 mmol) of nitromethane, 2.1 ml (21 mmol) of piperidine are added to a solution of 5 ml (42 mmol) of benzylmercaptan in 20 ml of acetonitrile. The solution is refluxed for 4 h. At room temperature, the mixture is evaporated and the residue is chromatographed on silica gel (heptane then heptane/ethyl acetate, 50/50, v/v). 600 mg of (1-nitromethyl-cyclohexylsulfanylmethyl)-benzene is obtained in the form of a colorless oil. (Yield=22%).